Dataset: the Open Reaction Database (ORD), a public repository of structured organic reaction records. Task: describe an organic reaction: reactants, conditions, products, and yield The solvent is CN(C)C=O (DMF). The product is C(C)S(=O)(=O)N(C1=C2C=CC=NC2=C(C(=N1)C(=O)NCC1=C(C=C(C=C1)F)C(=O)NC)O)C (5-[(Ethylsulfonyl)(methyl)amino]-N-{4-fluoro-2-[(methylamino)-carbonyl]benzyl}-8-hydroxy-1,6-naphthyridine-7-carboxamide). Starting materials: OC=1C(=NC(=C2C=CC=NC12)N(S(=O)(=O)CC)C)C(=O)O (8-Hydroxy-5-[methyl(ethylsulfonyl)amino]-1,6-naphthyridine-7-carboxylic acid), OC=1C(=NC(=C2C=CC=NC12)N(S(=O)(=O)CC)C)C(=O)O (8-Hydroxy-5-[methyl(ethylsulfonyl)amino]-1,6-naphthyridine-7-carboxylic acid), [Cl-].CNC(=O)C1=C(C=CC(=C1)F)C[NH3+] ({2-[(methylamino)carbonyl]4-fluorophenyl}methanaminium chloride), Cl.CN(CCCN=C=NCC)C (1-[3-(dimethylamino)propyl]-3-ethylcarbodiimide hydrochloride), ON1N=NC2=C1N=CC=C2 (1-hydroxy-7-azabenzotriazole), [Cl-].FC1=CC(=C(C=C1)C[NH3+])C(=O)NC ({4-fluoro-2-[(methylamino)carbonyl]phenyl}-methanaminium chloride), C(C)(C)N(CC)C(C)C (diisopropylethylamine). Procedure: 8-Hydroxy-5-[methyl(ethylsulfonyl)amino]-1,6-naphthyridine-7-carboxylic acid was coupled with {2-[(methylamino)carbonyl]4-fluorophenyl}methanaminium chloride (prepared as described in Example 3). A solution of 8-Hydroxy-5-[methyl(ethylsulfonyl)amino]-1,6-naphthyridine-7-carboxylic acid (50 mg, 0.16 mmol) in dry DMF (15 mL) was stirred at zero degrees. To this was added 1-[3-(dimethylamino)propyl]-3-ethylcarbodiimide hydrochloride (40 mg, 0.21 mmol), 1-hydroxy-7-azabenzotriazole (28 mg, 0.21 mmol... RXN SMILES: [OH:1][C:2]1[C:3]([C:19]([OH:21])=O)=[N:4][C:5]([N:12]([CH3:18])[S:13]([CH2:16][CH3:17])(=[O:15])=[O:14])=[C:6]2[C:11]=1[N:10]=[CH:9][CH:8]=[CH:7]2.[Cl-].[CH3:23][NH:24][C:25]([C:27]1[CH:32]=[C:31]([F:33])[CH:30]=[CH:29][C:28]=1[CH2:34][NH3+:35])=[O:26].Cl.CN(C)CCCN=C=NCC.ON1C2N=CC=CC=2N=N1.C(N(C(C)C)CC)(C)C>CN(C=O)C>[CH2:16]([S:13]([N:12]([CH3:18])[C:5]1[N:4]=[C:3]([C:19]([NH:35][CH2:34][C:28]2[CH:29]=[CH:30][C:31]([F:33])=[CH:32][C:27]=2[C:25]([NH:24][CH3:23])=[O:26])=[O:21])[C:2]([OH:1])=[C:11]2[C:6]=1[CH:7]=[CH:8][CH:9]=[N:10]2)(=[O:14])=[O:15])[CH3:17] |f:1.2,3.4|. Run at time 8 hour. Yields the product C(C)(=O)O[C@H]1[C@H]([C@@H](CCC1)N1C(=NC2=C1C=C(C(=C2)Cl)Cl)Br)OC(C)=O ((±)-(1R*,2S*,3R*)-3-(2-Bromo-5,6-dichloro-1H-benzimidazol-1-yl)-1,2-cyclohexanediyl Diacetate). Reaction SMILES: [C:1]([O:4][C@@H:5]1[CH2:10][CH2:9][CH2:8][C@@H:7]([N:11]2[C:15]3[CH:16]=[C:17]([Cl:21])[C:18]([Cl:20])=[CH:19][C:14]=3[N:13]=[CH:12]2)[C@@H:6]1[O:22][C:23](=[O:25])[CH3:24])(=[O:3])[CH3:2].[Br:26]N1C(=O)CCC1=O>CN(C)C=O>[C:1]([O:4][C@@H:5]1[CH2:10][CH2:9][CH2:8][C@@H:7]([N:11]2[C:15]3[CH:16]=[C:17]([Cl:21])[C:18]([Cl:20])=[CH:19][C:14]=3[N:13]=[C:12]2[Br:26])[C@@H:6]1[O:22][C:23](=[O:25])[CH3:24])(=[O:3])[CH3:2]. The reactants are C(C)(=O)O[C@H]1[C@H]([C@@H](CCC1)N1C=NC2=C1C=C(C(=C2)Cl)Cl)OC(C)=O ((±)-(1R*,2S*,3R*)-3-(5,6-Dichloro-1H-benzimidazol-1-yl)-1,2-cyclohexanediyl diacetate), BrN1C(CCC1=O)=O (N-bromosuccinimide). Procedure details: (±)-(1R*,2S*,3R*)-3-(5,6-Dichloro-1H-benzimidazol-1-yl)-1,2-cyclohexanediyl diacetate (part b of this example, 1.58 g, 4.10 mmol) was dissolved in dry N,N-dimethylformamide (6.4 ml) and maintained at 65° C. under nitrogen while N-bromosuccinimide (1.46 g, 8.2 mmol) was added in 2 portions over 1 h. Volatiles were evaporated in vacuo and the residue was chromatographed on silica gel. Title compound was eluted with ethyl acetate as an off-white powder (0.95 g, 49%), m.p. 71-79° C. The solvent is CN(C=O)C (N,N-dimethylformamide). The reactants are O=C([O-])[O-], CN1CCNCC1, CN(C)C=O, CCOCC, [K+], [K+], O, Cc1ccc(S(=O)(=O)OCCOCC(OC2CCCCO2)c2cccc3ccccc23)cc1. Yields the product CN1CCN(CCOCC(OC2CCCCO2)c2cccc3ccccc23)CC1. As a reaction SMILES: [C:41](=[O:42])([O-:43])[O-:44].[CH3:34][N:35]1[CH2:36][CH2:37][NH:38][CH2:39][CH2:40]1.[CH3:47][N:48]([CH3:49])[CH:50]=[O:51].[CH3:53][CH2:54][O:55][CH2:56][CH3:57].[K+:45].[K+:46].[OH2:52].[c:1]1([CH:11]([CH2:12][O:13][CH2:14][CH2:15][O:16][S:17]([c:18]2[cH:19][cH:20][c:21]([CH3:22])[cH:23][cH:24]2)(=[O:25])=[O:26])[O:27][CH:28]2[O:29][CH2:30][CH2:31][CH2:32][CH2:33]2)[cH:2][cH:3][cH:4][c:5]2[cH:6][cH:7][cH:8][cH:9][c:10]12>>[c:1]1([CH:11]([CH2:12][O:13][CH2:14][CH2:15][N:38]2[CH2:37][CH2:36][N:35]([CH3:34])[CH2:40][CH2:39]2)[O:27][CH:28]2[O:29][CH2:30][CH2:31][CH2:32][CH2:33]2)[cH:2][cH:3][cH:4][c:5]2[cH:6][cH:7][cH:8][cH:9][c:10]12. Starting materials: C(C)ON=CC=1C=C2C(=NNC2=CC1)C=1C=C(C=CC1)C(=O)NC1CC2=CC=CC=C2C1 ((3-[5-(ethoxyiminomethyl)(1H-indazol-3-yl)]phenyl)-N-indan-2-ylcarboxamide), NNC(CN(C)C)=O (N-amino-2-(dimethylamino) acetamide), C[O-].[Na+] (sodium methoxide). The solvent is CO (methanol), CO (methanol). The product is CN(C)CC1=NNC(=N1)C=1C=C2C(=NNC2=CC1)C=1C=C(C=CC1)C(=O)NC1CC2=CC=CC=C2C1 ([3-(5-(3-[(Dimethylamino)methyl](1H-1,2,4-triazol-5-yl))(1H-indazol-3-yl))phenyl]-N-indan-2-ylcarboxamide). RXN SMILES: C(O[N:4]=[CH:5][C:6]1[CH:7]=[C:8]2[C:12](=[CH:13][CH:14]=1)[NH:11][N:10]=[C:9]2[C:15]1[CH:16]=[C:17]([C:21]([NH:23][CH:24]2[CH2:32][C:31]3[C:26](=[CH:27][CH:28]=[CH:29][CH:30]=3)[CH2:25]2)=[O:22])[CH:18]=[CH:19][CH:20]=1)C.[NH2:33][NH:34][C:35](=O)[CH2:36][N:37]([CH3:39])[CH3:38].C[O-].[Na+]>CO>[CH3:38][N:37]([CH2:36][C:35]1[N:4]=[C:5]([C:6]2[CH:7]=[C:8]3[C:12](=[CH:13][CH:14]=2)[NH:11][N:10]=[C:9]3[C:15]2[CH:16]=[C:17]([C:21]([NH:23][CH:24]3[CH2:25][C:26]4[C:31](=[CH:30][CH:29]=[CH:28][CH:27]=4)[CH2:32]3)=[O:22])[CH:18]=[CH:19][CH:20]=2)[NH:33][N:34]=1)[CH3:39] |f:2.3|. Procedure details: The title compound was prepared according to the procedure of Example 367 C using (3-[5-(ethoxyiminomethyl)(1H-indazol-3-yl)]phenyl)-N-indan-2-ylcarboxamide.2HCl (360 mg, 0.72 mmol), N-amino-2-(dimethylamino) acetamide (254 mg, 2.17 mmol) and sodium methoxide (415 μL of a 25% w/w in methanol) in anhydrous methanol (4.0 mL) with a reaction time of 48 h. Purification of the residue by preparatory TLC using 50% ethyl acetate in methanol gave the desired product which was further purified by precipi... Reactants: C(C)(=O)Cl (acetyl chloride), ClC1=C(C=C(C=C1)OC)C (2-chloro-5-methoxytoluene), Cl (HCl), [Al+3].[Cl-].[Cl-].[Cl-] (AlCl3). Solvent: C(Cl)(Cl)(Cl)Cl (CCl4), C(Cl)(Cl)(Cl)Cl (CCl4), C(Cl)(Cl)(Cl)Cl (CCl4). Run at temperature 0 celsius, time 2 hour. Product: ClC=1C(=CC(=C(C1)C(C)=O)OC)C (1-(5-Chloro-2-methoxy-4-methylphenyl)-1-ethanone). Isolated yield 21.5%. Reaction SMILES: [Al+3].[Cl-].[Cl-].[Cl-].[C:5](Cl)(=[O:7])[CH3:6].[Cl:9][C:10]1[CH:15]=[CH:14][C:13]([O:16][CH3:17])=[CH:12][C:11]=1[CH3:18].Cl>C(Cl)(Cl)(Cl)Cl>[Cl:9][C:10]1[C:11]([CH3:18])=[CH:12][C:13]([O:16][CH3:17])=[C:14]([C:5](=[O:7])[CH3:6])[CH:15]=1 |f:0.1.2.3|. Procedure: A suspension of 2.12 g of AlCl3 in 20 ml of CCl4 is cooled to 0° C. under a nitrogen atmosphere, and a solution of 1.25 g of acetyl chloride in 10 ml of CCl4 is added dropwise. A solution of 2.5 g of 2-chloro-5-methoxytoluene in 10 ml of CCl4 is then added dropwise, and the mixture is left stirring for 2 hours while the temperature is allowed to rise to r.t. The mixture is poured into a mixture of concentrated HCl and ice, the resulting mixture is extracted with DCM, the organic phase is dried o... Starting materials: C(C)(C)(C)OC(=O)N1C[C@@H](CCC1)C(=O)NNC(=O)[C@@H]1N2C(N([C@H](CC1)C2)OCC2=CC=CC=C2)=O (trans-3-[N′-(6-benzyloxy-7-oxo-1,6-diaza-bicyclo[3.2.1]octane-2-carbonyl)-hydrazinocarbonyl]-(R)-piperidin-1-carboxylic acid tert-butyl ester). Reagents/catalysts: [Pd] (palladium on carbon). The solvent is CO (methanol). Product: C(C)(C)(C)OC(=O)N1C[C@@H](CCC1)C(=O)NNC(=O)[C@@H]1N2C(N([C@H](CC1)C2)O)=O (trans-3-[N′-(6-hydroxy-7-oxo-1,6-diaza-bicyclo[3.2.1]octane-2-carbonyl)-hydrazinocarbonyl]-(R)-piperidin-1-carboxylic acid tert-butyl ester). As a reaction SMILES: [C:1]([O:5][C:6]([N:8]1[CH2:13][CH2:12][CH2:11][C@@H:10]([C:14]([NH:16][NH:17][C:18]([C@H:20]2[CH2:26][CH2:25][C@@H:24]3[CH2:27][N:21]2[C:22](=[O:36])[N:23]3[O:28]CC2C=CC=CC=2)=[O:19])=[O:15])[CH2:9]1)=[O:7])([CH3:4])([CH3:3])[CH3:2]>[Pd].CO>[C:1]([O:5][C:6]([N:8]1[CH2:13][CH2:12][CH2:11][C@@H:10]([C:14]([NH:16][NH:17][C:18]([C@H:20]2[CH2:26][CH2:25][C@@H:24]3[CH2:27][N:21]2[C:22](=[O:36])[N:23]3[OH:28])=[O:19])=[O:15])[CH2:9]1)=[O:7])([CH3:4])([CH3:2])[CH3:3]. Procedure: By using the procedure described in Step-2 of Example-1 above, and by using trans-3-[N′-(6-benzyloxy-7-oxo-1,6-diaza-bicyclo[3.2.1]octane-2-carbonyl)-hydrazinocarbonyl]-(R)-piperidin-1-carboxylic acid tert-butyl ester (16.5 gm, 0.033 mol), methanol (170 ml) and 10% palladium on carbon (3.5 gm) to provide the title compound in 13.5 gm quantity as a pale pink solid and it was used for the next reaction immediately.